From a dataset of the Open Reaction Database (ORD), a public repository of structured organic reaction records. describe an organic reaction: reactants, conditions, products, and yield Reactants: B, O=C(O)Cc1ccc(Br)cc1, C1CCOC1, CSC. The product is OCCc1ccc(Br)cc1. As a reaction SMILES: [BH3:15].[Br:1][c:2]1[cH:3][cH:4][c:5]([CH2:8][C:9](=[O:10])[OH:11])[cH:6][cH:7]1.[CH2:16]1[O:17][CH2:18][CH2:19][CH2:20]1.[CH3:12][S:13][CH3:14]>>[Br:1][c:2]1[cH:3][cH:4][c:5]([CH2:8][CH2:9][OH:10])[cH:6][cH:7]1. The reactants are OC1=CC=C(C=C1)CCC(=O)O (3-(4-hydroxyphenyl)propionic acid), N[C@@H]1CC[C@H](CC1)C1=CC=CC=C1 (trans-1-Amino-4-phenylcyclohexane), C(CCl)Cl (EDC), C=1C=CC2=C(C1)N=NN2O (HOBT). Solvent: CN(C)C=O (DMF). Reaction conditions: time 8 hour. Product: OC1=CC=C(C=C1)CCC(=O)N[C@@H]1CC[C@H](CC1)C1=CC=CC=C1 (trans-3-(4-Hydroxy-phenyl)-N-(4-phenylcyclohexyl)propionamide). Yield: 69.3%. As a reaction SMILES: [OH:1][C:2]1[CH:7]=[CH:6][C:5]([CH2:8][CH2:9][C:10]([OH:12])=O)=[CH:4][CH:3]=1.[NH2:13][C@H:14]1[CH2:19][CH2:18][C@H:17]([C:20]2[CH:25]=[CH:24][CH:23]=[CH:22][CH:21]=2)[CH2:16][CH2:15]1.C(Cl)CCl.C1C=CC2N(O)N=NC=2C=1>CN(C=O)C>[OH:1][C:2]1[CH:3]=[CH:4][C:5]([CH2:8][CH2:9][C:10]([NH:13][C@H:14]2[CH2:15][CH2:16][C@H:17]([C:20]3[CH:25]=[CH:24][CH:23]=[CH:22][CH:21]=3)[CH2:18][CH2:19]2)=[O:12])=[CH:6][CH:7]=1. Reported procedure: A mixture of 3-(4-hydroxyphenyl)propionic acid 7 (0.48 g, 2.9 mmol), amine 5 (0.50 g, 2.9 mmol), EDC (0.67 g, 3.5 mmol), and HOBT (0.39 g, 2.9 mmol) in DMF (5 mL) was stirred under an atmosphere of nitrogen overnight. The reaction mixture was partitioned between H2O (25 mL) and EtOAc (50 mL). The organic layer was washed with H2O, 3N HCl (25 mL), H2O (25 mL), and saturated NaCl (25 mL). After drying (Na2SO4), concentration under reduced pressure gave (a) trans-3-(4-hydroxyphenyl)-N-(4-phenylcycl...